Task: describe an organic reaction: reactants, conditions, products, and yield. Dataset: the Open Reaction Database (ORD), a public repository of structured organic reaction records Reactants: C(=O)=O (carbon dioxide), N (ammonia), [N+](=O)([O-])[O-].[Ca+2].[N+](=O)([O-])[O-] (calcium nitrate). Solvent: O (water). Product: [N+](=O)([O-])[O-].[NH4+] (ammonium nitrate), C([O-])([O-])=O.[Ca+2] (calcium carbonate). Reaction SMILES: N.[N+:2]([O-:5])([O-:4])=[O:3].[Ca+2:6].[N+:7]([O-])([O-])=[O:8].[C:11](=[O:13])=[O:12]>O>[N+:2]([O-:5])([O-:4])=[O:3].[NH4+:7].[C:11](=[O:8])([O-:13])[O-:12].[Ca+2:6] |f:1.2.3,6.7,8.9|. Procedure details: U.S. Pat. No. 2,753,252, Barnes, July 3, 1956, it is proposed that a substantially completely citrate soluble phosphatic product may be prepared by reacting phosphate rock with nitric acid, filtering the gangue, evaporating free water from the acidulate by boiling, heating the resulting residue to about 180° C. to about 190° C. to expel all water of hydration, dispersing the residue in anhydrous ammonia to dissolve the calcium nitrate, and finally filtering the mixture to obtain the phosphate pr...